Dataset: the Open Reaction Database (ORD), a public repository of structured organic reaction records. Task: describe an organic reaction: reactants, conditions, products, and yield Reactants: C(=O)(C(F)(F)F)O.C(Cl)Cl (TFA DCM), C(N)(=O)C=1C(=NC(=CN1)N1C[C@@H](CCC1)NC(C1=CC=C(C=C1)OC)=O)NC1=C(C=C(C=C1)C1CCN(CC1)C(=O)OC(C)(C)C)F ((R)-tert-butyl 4-(4-(3-carbamoyl-6-(3-(4-methoxybenzamido)piperidin-1-yl)pyrazin-2-ylamino)-3-fluorophenyl)piperidine-1-carboxylate), NC1=C(C=C(C=C1)C1CCN(CC1)C(=O)OC(C)(C)C)F (tert-butyl 4-(4-amino-3-fluorophenyl)piperidine-1-carboxylate). Yields the product FC1=C(C=CC(=C1)C1CCNCC1)NC=1C(=NC=C(N1)N1C[C@@H](CCC1)NC(C1=CC=C(C=C1)OC)=O)C(=O)N ((R)-3-(2-fluoro-4-(piperidin-4-yl)phenylamino)-5-(3-(4-methoxybenzamido)piperidin-1-yl)pyrazine-2-carboxamide), Cl (HCl). Reaction SMILES: [C:1]([C:4]1[C:5]([NH:27][C:28]2[CH:33]=[CH:32][C:31]([CH:34]3[CH2:39][CH2:38][N:37](C(OC(C)(C)C)=O)[CH2:36][CH2:35]3)=[CH:30][C:29]=2[F:47])=[N:6][C:7]([N:10]2[CH2:15][CH2:14][CH2:13][C@@H:12]([NH:16][C:17](=[O:26])[C:18]3[CH:23]=[CH:22][C:21]([O:24][CH3:25])=[CH:20][CH:19]=3)[CH2:11]2)=[CH:8][N:9]=1)(=[O:3])[NH2:2].NC1C=CC(C2CCN(C(OC(C)(C)C)=O)CC2)=CC=1F.C(O)(C(F)(F)F)=O.C(Cl)[Cl:77]>>[F:47][C:29]1[CH:30]=[C:31]([CH:34]2[CH2:35][CH2:36][NH:37][CH2:38][CH2:39]2)[CH:32]=[CH:33][C:28]=1[NH:27][C:5]1[C:4]([C:1]([NH2:2])=[O:3])=[N:9][CH:8]=[C:7]([N:10]2[CH2:15][CH2:14][CH2:13][C@@H:12]([NH:16][C:17](=[O:26])[C:18]3[CH:19]=[CH:20][C:21]([O:24][CH3:25])=[CH:22][CH:23]=3)[CH2:11]2)[N:6]=1.[ClH:77] |f:2.3|. Procedure details: In a similar manner as described in Example 110, (R)-tert-butyl 4-(4-(3-carbamoyl-6-(3-(4-methoxybenzamido)piperidin-1-yl)pyrazin-2-ylamino)-3-fluorophenyl)piperidine-1-carboxylate (200) was prepared using tert-butyl 4-(4-amino-3-fluorophenyl)piperidine-1-carboxylate. It was treated with 1:1 TFA/DCM at RT for 30 min, and (R)-3-(2-fluoro-4-(piperidin-4-yl)phenylamino)-5-(3-(4-methoxybenzamido)piperidin-1-yl)pyrazine-2-carboxamide (201) was isolated as HCl salt using reverse phase prep HPLC using ... Starting materials: C(C)O (ethanol), ClC=1C=C(C=NC2=CC=C(C=C2)C2C(NC(S2)=O)=O)C=CC1Cl (5-(4-(3,4-dichlorobenzylideneamino) phenyl)thiazolidine-2,4-dione), [BH4-].[Na+] (sodium borohydride). The solvent is O (water). Run at temperature 50 celsius, time 2 hour. Yields the product ClC=1C=C(CNC2=CC=C(C=C2)C2C(NC(S2)=O)=O)C=CC1Cl (5-(4-(3,4-Dichlorobenzylamino)phenyl)thiazolidine-2,4-dione). Isolated yield 49.7%. RXN SMILES: C(O)C.[Cl:4][C:5]1[CH:6]=[C:7]([CH:23]=[CH:24][C:25]=1[Cl:26])[CH:8]=[N:9][C:10]1[CH:15]=[CH:14][C:13]([CH:16]2[S:20][C:19](=[O:21])[NH:18][C:17]2=[O:22])=[CH:12][CH:11]=1.[BH4-].[Na+]>O>[Cl:4][C:5]1[CH:6]=[C:7]([CH:23]=[CH:24][C:25]=1[Cl:26])[CH2:8][NH:9][C:10]1[CH:11]=[CH:12][C:13]([CH:16]2[S:20][C:19](=[O:21])[NH:18][C:17]2=[O:22])=[CH:14][CH:15]=1 |f:2.3|. Procedure: Into 40 ml of ethanol were suspended 0.40 g of 5-(4-(3,4-dichlorobenzylideneamino) phenyl)thiazolidine-2,4-dione, and, after added 0.24 g of sodium borohydride, the suspension was stirred for 2 hours at 50° C. The reaction mixture was poured into 200 ml of water, which was extracted with ethyl acetate. The organic layer was washed with water and dried. Then, solvent was distilled off. The residue was recrystallized from iso-propanol to obtain 0.20 g of title compound. Reactants: C(C)OC(CC=1C=C(C(=CC1)OC)C1=C(C=C(C=C1)C(F)(F)F)COC1=CC=CC=C1)=O ((6-methoxy-2′-phenoxymethyl-4′-trifluoromethyl-biphenyl-3-yl)-acetic acid ethyl ester), [OH-].[Li+] (lithium hydroxide). Run in O1CCOCC1 (1,4-dioxane), O (H2O). Run at temperature 55 celsius, time 8 hour. Yields the product COC1=CC=C(C=C1C1=C(C=C(C=C1)C(F)(F)F)COC1=CC=CC=C1)CC(=O)O ((6-Methoxy-2′-phenoxymethyl-4′-trifluoromethyl-biphenyl-3-yl)-acetic acid). Reaction SMILES: C([O:3][C:4](=[O:32])[CH2:5][C:6]1[CH:7]=[C:8]([C:14]2[CH:19]=[CH:18][C:17]([C:20]([F:23])([F:22])[F:21])=[CH:16][C:15]=2[CH2:24][O:25][C:26]2[CH:31]=[CH:30][CH:29]=[CH:28][CH:27]=2)[C:9]([O:12][CH3:13])=[CH:10][CH:11]=1)C.[OH-].[Li+]>O1CCOCC1.O>[CH3:13][O:12][C:9]1[C:8]([C:14]2[CH:19]=[CH:18][C:17]([C:20]([F:23])([F:22])[F:21])=[CH:16][C:15]=2[CH2:24][O:25][C:26]2[CH:27]=[CH:28][CH:29]=[CH:30][CH:31]=2)=[CH:7][C:6]([CH2:5][C:4]([OH:32])=[O:3])=[CH:11][CH:10]=1 |f:1.2|. Procedure: To a solution of (6-methoxy-2′-phenoxymethyl-4′-trifluoromethyl-biphenyl-3-yl)-acetic acid ethyl ester (0.24 mmol) in 1,4-dioxane and H2O was added lithium hydroxide (a spatula tip), and the reaction was stirred at 55° C. overnight. After work-up, the crude material was purified by preparative HPLC to give the title compound. Reactants: [Br-], O=CCCCCCCCCBr, O=C(O)CCCCCC[P+](c1ccccc1)(c1ccccc1)c1ccccc1, C1CCOC1. The product is O=C(O)CCCCCC=CCCCCCCCCBr. As a reaction SMILES: [Br-:1].[Br:30][CH2:31][CH2:32][CH2:33][CH2:34][CH2:35][CH2:36][CH2:37][CH2:38][CH:39]=[O:40].[C:2](=[O:3])([OH:4])[CH2:5][CH2:6][CH2:7][CH2:8][CH2:9][CH2:10][P+:11]([c:12]1[cH:13][cH:14][cH:15][cH:16][cH:17]1)([c:18]1[cH:19][cH:20][cH:21][cH:22][cH:23]1)[c:24]1[cH:25][cH:26][cH:27][cH:28][cH:29]1.[O:41]1[CH2:42][CH2:43][CH2:44][CH2:45]1>>[C:2](=[O:3])([OH:4])[CH2:5][CH2:6][CH2:7][CH2:8][CH2:9][CH:10]=[CH:39][CH2:38][CH2:37][CH2:36][CH2:35][CH2:34][CH2:33][CH2:32][CH2:31][Br:30]. Starting materials: C[Mg]Cl (methyl magnesium chloride), NC1=C(C#N)C=CC(=C1)Cl (2-amino-4-chlorobenzonitrile), O1CCCC1 (tetrahydrofuran), C[Mg]Cl (methyl magnesium chloride). Conditions: temperature 15 celsius, time 8 hour. Product: NC1=C(C=CC(=C1)Cl)C(C)=O (1-(2-amino-4-chlorophenyl)ethanone). The yield is 48.6%. RXN SMILES: [NH2:1][C:2]1[CH:9]=[C:8]([Cl:10])C=CC=1C#N.[CH3:11][Mg]Cl.[O:14]1[CH2:18][CH2:17][CH2:16][CH2:15]1>>[NH2:1][C:2]1[CH:9]=[C:8]([Cl:10])[CH:15]=[CH:16][C:17]=1[C:18](=[O:14])[CH3:11]. Procedure: A three-necked flask equipped with an addition funnel, a thermometer, and an overhead mechanical stirrer was charged with 2-amino-4-chlorobenzonitrile (150 g, 983 mmol) and tetrahydrofuran (3.0 L). The reaction flask was cooled to 15° C. and then was treated with methyl magnesium chloride (825 mL, 2.48 mol). Upon completion of addition of the methyl magnesium chloride, the cold bath was removed. The reaction was stirred at 25° C. overnight. At this time, the reaction mixture was cooled to 5° C. ... Starting materials: S1C(=NC2=C1C=CC=C2)N(C(=O)C=2C=CC=C1CCN(CC21)C=2SC(=C(N2)C(=O)OC)CN2CCN(CC2)C2=CC=CC=C2)COCC[Si](C)(C)C (methyl 2-(8-(benzo[d]thiazol-2-yl((2-(trimethylsilyl)ethoxy)methyl)carbamoyl)-3,4-dihydroisoquinolin-2(1H)-yl)-5-((4-phenylpiperazin-1-yl)methyl)thiazole-4-carboxylate), N1(CCNCC1)C1=CC=C(C=C1)O (4-(piperazin-1-yl)phenol), S1C(=NC2=C1C=CC=C2)NC(=O)C=2C=CC=C1CCN(CC21)C=2SC(=C(N2)C(=O)OCC)CCCCI (ethyl 2-(8-(benzo[d]thiazol-2-ylcarbamoyl)-3,4-dihydroisoquinolin-2(1H)-yl)-5-(4-iodobutyl)thiazole-4-carboxylate), C=1C=CC(=CC1)N2CCNCC2 (phenylpiperazine). Yields the product CN1CCN(CC1)C1=CC=C(C=C1)O (4-(4-methylpiperazin-1-yl)phenol). Reaction SMILES: S1C2C=CC=CC=2N=C1N(COCC[Si](C)(C)C)C(C1C=CC=C2C=1CN(C1SC([CH2:32][N:33]3[CH2:38][CH2:37][N:36]([C:39]4[CH:44]=[CH:43][CH:42]=[CH:41][CH:40]=4)[CH2:35][CH2:34]3)=C(C(OC)=O)N=1)CC2)=O.S1C2C=CC=CC=2N=C1NC(C1C=CC=C2C=1CN(C1SC(CCCCI)=C(C(OCC)=O)N=1)CC2)=[O:64].C1C=CC(N2CCNCC2)=CC=1.N1(C2C=CC(O)=CC=2)CCNCC1>>[CH3:32][N:33]1[CH2:38][CH2:37][N:36]([C:39]2[CH:44]=[CH:43][C:42]([OH:64])=[CH:41][CH:40]=2)[CH2:35][CH2:34]1. Reported procedure: Compound 82A was prepared in a similar manner to the synthesis of compound 62A by substituting compound 42C and phenylpiperazine with paraformahyde and 4-(piperazin-1-yl)phenol, respectively: 1H NMR (DMSO-d6): δ 6.74-6.78 (m, 2H), 6.61-6.65 (m, 2H), 2.93-2.95 (m, 4H), 2.41-2.44 (m, 4H), 2.22 (s, 3H). ESI (+)/MS: 193 (M+H)+. Starting materials: C(C)(C)(C)OC(CN1CCN(CC1)C(=O)N1C(=N[C@@]([C@@]1(C)C1=CC=C(C=C1)Cl)(C)C1=CC=C(C=C1)Cl)C=1C=NC(=CC1OCC)C(C)(C)C)=O ({4-[(4S,5R)-2-(6-tert-Butyl-4-ethoxy-pyridin-3-yl)-4,5-bis-(4-chloro-phenyl)-4,5-dimethyl-4,5-dihydro-imidazole-1-carbonyl]-piperazin-1-yl}-acetic acid tert-butyl ester), [OH-].[Li+] (lithium hydroxide), Cl (hydrochloric acid). Run in CO (methanol), O1CCCC1 (tetrahydrofuran). Yields the product Cl.C(C)(C)(C)C1=CC(=C(C=N1)C=1N([C@]([C@](N1)(C)C1=CC=C(C=C1)Cl)(C)C1=CC=C(C=C1)Cl)C(=O)N1CCN(CC1)CC(=O)O)OCC ({4-[(4S,5R)-2-(6-tert-Butyl-4-ethoxy-pyridin-3-yl)-4,5-bis-(4-chloro-phenyl)-4,5-dimethyl-4,5-dihydro-imidazole-1-carbonyl]-piperazin-1-yl}-acetic acid hydrochloride). As a reaction SMILES: C([O:5][C:6](=[O:50])[CH2:7][N:8]1[CH2:13][CH2:12][N:11]([C:14]([N:16]2[C@@:20]([C:22]3[CH:27]=[CH:26][C:25]([Cl:28])=[CH:24][CH:23]=3)([CH3:21])[C@@:19]([C:30]3[CH:35]=[CH:34][C:33]([Cl:36])=[CH:32][CH:31]=3)([CH3:29])[N:18]=[C:17]2[C:37]2[CH:38]=[N:39][C:40]([C:46]([CH3:49])([CH3:48])[CH3:47])=[CH:41][C:42]=2[O:43][CH2:44][CH3:45])=[O:15])[CH2:10][CH2:9]1)(C)(C)C.[OH-].[Li+].Cl>CO.O1CCCC1>[ClH:28].[C:46]([C:40]1[N:39]=[CH:38][C:37]([C:17]2[N:16]([C:14]([N:11]3[CH2:10][CH2:9][N:8]([CH2:7][C:6]([OH:50])=[O:5])[CH2:13][CH2:12]3)=[O:15])[C@@:20]([C:22]3[CH:23]=[CH:24][C:25]([Cl:28])=[CH:26][CH:27]=3)([CH3:21])[C@@:19]([C:30]3[CH:31]=[CH:32][C:33]([Cl:36])=[CH:34][CH:35]=3)([CH3:29])[N:18]=2)=[C:42]([O:43][CH2:44][CH3:45])[CH:41]=1)([CH3:47])([CH3:48])[CH3:49] |f:1.2,6.7|. Procedure: {4-[(4S,5R)-2-(6-tert-Butyl-4-ethoxy-pyridin-3-yl)-4,5-bis-(4-chloro-phenyl)-4,5-dimethyl-4,5-dihydro-imidazole-1-carbonyl]-piperazin-1-yl}-acetic acid tert-butyl ester was either reacted with lithium hydroxide (2N solution) in methanol and tetrahydrofuran at 50° C. for 4 h or with 1N hydrochloric acid at 50° C. for 2.5 h to give the title compound. HR-MS (ES, m/z) calculated for C35H42Cl2N5O4 [(M+H)+] 666.2609, observed 666.2611. Reactants: ClC=1C=C(C=C(C1O)OC)C=1C=C2C(=C(C=NC2=CC1)C(=O)C1CC1)NC1CCC(CC1)N(CC)CC ({6-(3-Chloro-4-hydroxy-5-methoxyphenyl)-4-[4-(diethylamino)cyclohexylamino]quinolin-3-yl}(cyclopropyl)methanone), Cl (HCl). Yields the product Cl.Cl.ClC=1C=C(C=C(C1O)OC)C=1C=C2C(=C(C=NC2=CC1)C(=O)C1CC1)NC1CCC(CC1)N(CC)CC ({6-(3-Chloro-4-hydroxy-5-methoxyphenyl)-4-[4-(diethylamino)cyclohexylamino]quinolin-3-yl}(cyclopropyl)methanone dihydrochloride). Yield: 75.0%. As a reaction SMILES: [Cl:1][C:2]1[CH:3]=[C:4]([C:11]2[CH:12]=[C:13]3[C:18](=[CH:19][CH:20]=2)[N:17]=[CH:16][C:15]([C:21]([CH:23]2[CH2:25][CH2:24]2)=[O:22])=[C:14]3[NH:26][CH:27]2[CH2:32][CH2:31][CH:30]([N:33]([CH2:36][CH3:37])[CH2:34][CH3:35])[CH2:29][CH2:28]2)[CH:5]=[C:6]([O:9][CH3:10])[C:7]=1[OH:8].[ClH:38]>>[ClH:1].[ClH:38].[Cl:1][C:2]1[CH:3]=[C:4]([C:11]2[CH:12]=[C:13]3[C:18](=[CH:19][CH:20]=2)[N:17]=[CH:16][C:15]([C:21]([CH:23]2[CH2:24][CH2:25]2)=[O:22])=[C:14]3[NH:26][CH:27]2[CH2:32][CH2:31][CH:30]([N:33]([CH2:34][CH3:35])[CH2:36][CH3:37])[CH2:29][CH2:28]2)[CH:5]=[C:6]([O:9][CH3:10])[C:7]=1[OH:8] |f:2.3.4|. Procedure details: To {6-(3-Chloro-4-hydroxy-5-methoxyphenyl)-4-[4-(diethylamino)cyclohexylamino]quinolin-3-yl}(cyclopropyl)methanone (18 mg, 0.34 mmol) was added 1 M HCl (5 mL) and the mixture was concentrated to afford the desired product (15 mg, 75%) as a yellow solid: 1H NMR (500 MHz, CD3OD) δ 9.43-9.36 (m, 1H), 8.49 (d, J=2.2 Hz, 1H), 8.34-8.27 (m, 1H), 7.98-7.22 (m, 3H), 3.69-3.59 (m, 1H), 3.45-3.22 (m, 4H), 2.98-2.81 (m, 1H), 2.59-1.75 (m, 9H), 1.45-1.22 (m, 10H); ESI MS m/z 522 [C30H36ClN3O3+H]+; HPLC 95.2...